This data is from the Open Reaction Database (ORD), a public repository of structured organic reaction records. The task is: describe an organic reaction: reactants, conditions, products, and yield The reactants are C(C)OC(=O)C(CCBr)CC1=CC=CC=C1 (3-(ethoxycarbonyl)-4-phenylbutyl bromide), O (water), [H-].[Na+] (sodium hydride), ClC1=CC=C(OCC=2NC3=C(N2)C=CC=C3C)C=C1 (2-[(4-chlorophenoxy)methyl]-4-methylbenzimidazole). Solvent: CN(C=O)C (N,N-dimethylformamide), hexanes, CN(C=O)C (N,N-dimethylformamide). The product is C(C)OC(=O)C(CCN1C(=NC2=C1C=CC=C2C)COC2=CC=C(C=C2)Cl)CC2=CC=CC=C2 (1-[3-(ethoxycarbonyl)-4-phenylbutyl]-2-[(4-chlorophenoxy)methyl]-4-methylbenzimidazole). Yield: 117.8%. As a reaction SMILES: [H-].[Na+].[Cl:3][C:4]1[CH:21]=[CH:20][C:7]([O:8][CH2:9][C:10]2[NH:11][C:12]3[C:18]([CH3:19])=[CH:17][CH:16]=[CH:15][C:13]=3[N:14]=2)=[CH:6][CH:5]=1.[CH2:22]([O:24][C:25]([CH:27]([CH2:31][C:32]1[CH:37]=[CH:36][CH:35]=[CH:34][CH:33]=1)[CH2:28][CH2:29]Br)=[O:26])[CH3:23].O>CN(C)C=O>[CH2:22]([O:24][C:25]([CH:27]([CH2:31][C:32]1[CH:33]=[CH:34][CH:35]=[CH:36][CH:37]=1)[CH2:28][CH2:29][N:14]1[C:13]2[CH:15]=[CH:16][CH:17]=[C:18]([CH3:19])[C:12]=2[N:11]=[C:10]1[CH2:9][O:8][C:7]1[CH:20]=[CH:21][C:4]([Cl:3])=[CH:5][CH:6]=1)=[O:26])[CH3:23] |f:0.1|. Reported procedure: A sodium hydride solution (60% in oil, 810 mg, 20.3 mmol) was washed with hexanes (2×50 ml) and then diluted with N,N-dimethylformamide (100 ml). At room temperature, under a nitrogen atmosphere, 2-[(4-chlorophenoxy)methyl]-4-methylbenzimidazole (5.0 g, 18.3 mmol) was then added in one portion. The resulting mixture was then stirred at room temperature for thirty minutes, and then 3-(ethoxycarbonyl)-4-phenylbutyl bromide (5.79 g, 20.3 mmol) in N,N-dimethylformamide (10 ml) was added dropwise. Up... The reactants are COC(CC(CC(C=C)O[Si](C)(C)C)=O)=O (3-oxo-5-trimethylsilyloxy-6-heptenoic acid methyl ester), C1(=CC=C(C=C1)S(=O)(=O)N=[N+]=[N-])C (p-toluenesulfonyl azide). The product is COC(C(C(CC(C=C)O[Si](C)(C)C)=O)=[N+]=[N-])=O (2-diazo-3-oxo-5-trimethylsiloxy-6-heptenoic acid methyl ester). The yield is 83.0%. RXN SMILES: [CH3:1][O:2][C:3](=[O:16])[CH2:4][C:5](=[O:15])[CH2:6][CH:7]([O:10][Si:11]([CH3:14])([CH3:13])[CH3:12])[CH:8]=[CH2:9].C1(C)C=CC(S([N:26]=[N+:27]=[N-])(=O)=O)=CC=1>C(N(CC)CC)C>[CH3:1][O:2][C:3](=[O:16])[C:4](=[N+:26]=[N-:27])[C:5](=[O:15])[CH2:6][CH:7]([O:10][Si:11]([CH3:13])([CH3:14])[CH3:12])[CH:8]=[CH2:9]. Procedure: In accordance with the process of Example 2, 3-oxo-5-trimethylsilyloxy-6-heptenoic acid methyl ester (360 mg; 1.47 m mol), p-toluenesulfonyl azide(290 mg; 1.47 m mol) and triethylamine (150 mg; 147 m mol) were used as starting materials to obtain 330 mg of 2-diazo-3-oxo-5-trimethylsiloxy-6-heptenoic acid methyl ester as yellow oily product. Run in C(C)N(CC)CC (triethylamine).